This data is from the Open Reaction Database (ORD), a public repository of structured organic reaction records. The task is: describe an organic reaction: reactants, conditions, products, and yield Starting materials: Cc1cc(C)cc(-c2[nH]c3ccc(NC(=O)N4CCCC4)cc3c2CCN(CCCCc2ccc(NS(C)(=O)=O)cc2)Cc2ccccc2)c1, CC(=O)O, CO, [H][H], C1CCOC1, [OH-], [OH-], O, [Pd+2]. The product is Cc1cc(C)cc(-c2[nH]c3ccc(NC(=O)N4CCCC4)cc3c2CCNCCCCc2ccc(NS(C)(=O)=O)cc2)c1. Reaction SMILES: [CH2:1]([c:2]1[cH:3][cH:4][cH:5][cH:6][cH:7]1)[N:8]([CH2:9][CH2:10][c:11]1[c:12](-[c:28]2[cH:29][c:30]([CH3:35])[cH:31][c:32]([CH3:34])[cH:33]2)[nH:13][c:14]2[cH:15][cH:16][c:17]([NH:20][C:21](=[O:22])[N:23]3[CH2:24][CH2:25][CH2:26][CH2:27]3)[cH:18][c:19]12)[CH2:36][CH2:37][CH2:38][CH2:39][c:40]1[cH:41][cH:42][c:43]([NH:46][S:47](=[O:48])(=[O:49])[CH3:50])[cH:44][cH:45]1.[CH3:51][C:52](=[O:53])[OH:54].[CH3:62][OH:63].[H:55][H:56].[O:57]1[CH2:58][CH2:59][CH2:60][CH2:61]1.[OH-:65].[OH-:67].[OH2:64].[Pd+2:66]>>[NH:8]([CH2:9][CH2:10][c:11]1[c:12](-[c:28]2[cH:29][c:30]([CH3:35])[cH:31][c:32]([CH3:34])[cH:33]2)[nH:13][c:14]2[cH:15][cH:16][c:17]([NH:20][C:21](=[O:22])[N:23]3[CH2:24][CH2:25][CH2:26][CH2:27]3)[cH:18][c:19]12)[CH2:36][CH2:37][CH2:38][CH2:39][c:40]1[cH:41][cH:42][c:43]([NH:46][S:47](=[O:48])(=[O:49])[CH3:50])[cH:44][cH:45]1. Starting materials: [OH-].[Na+] (sodium hydroxide), CS(=O)(=O)OC1=CC=C(C=C1)N1C(CC(C1)COC1=CC=C(C(=O)OC)C=C1)=O (Methyl 4-[1-(4-methanesulfonyloxyphenyl)-2-pyrrolidon-4-yl]methoxybenzoate), Cl (hydrochloric acid). Solvent: O (water), O1CCOCC1 (dioxane). Run at time 16 hour. The product is CS(=O)(=O)OC1=CC=C(C=C1)N1C(CC(C1)COC1=CC=C(C(=O)O)C=C1)=O (4-[1-(4-Methanesulfonyloxyphenyl)-2-pyrrolidon-4-yl]methoxybenzoic acid). Isolated yield 83.1%. RXN SMILES: [CH3:1][S:2]([O:5][C:6]1[CH:11]=[CH:10][C:9]([N:12]2[CH2:16][CH:15]([CH2:17][O:18][C:19]3[CH:28]=[CH:27][C:22]([C:23]([O:25]C)=[O:24])=[CH:21][CH:20]=3)[CH2:14][C:13]2=[O:29])=[CH:8][CH:7]=1)(=[O:4])=[O:3].[OH-].[Na+].Cl>O1CCOCC1.O>[CH3:1][S:2]([O:5][C:6]1[CH:7]=[CH:8][C:9]([N:12]2[CH2:16][CH:15]([CH2:17][O:18][C:19]3[CH:20]=[CH:21][C:22]([C:23]([OH:25])=[O:24])=[CH:27][CH:28]=3)[CH2:14][C:13]2=[O:29])=[CH:10][CH:11]=1)(=[O:3])=[O:4] |f:1.2|. Reported procedure: Methyl 4-[1-(4-methanesulfonyloxyphenyl)-2-pyrrolidon-4-yl]methoxybenzoate (1.78 g) is dissolved in dioxane (20 ml) and thereto is added a solution of sodium hydroxide (0.34 g) in water (5 ml). The mixture is stirred at room temperature for 16 hours. After adding conc. hydrochloric acid (about 0.7 ml), the reaction mixture is concentrated under reduced pressure. Water is added to the resulting residue and the precipitate is collected by filtration, washed with water and recrystallized from about... Solvent: CCCC(C)C (isohexane), CN(C=O)C (N,N-dimethyl formamide), ClCCl (dichloromethane), CN(C=O)C (N,N-dimethyl formamide). Yields the product ClC=1C=C(C[C@@H]2CNCCO2)C=CC1OCC1CC1 ((R)-2-(3-chloro-4-cyclopropylmethoxybenzyl)morpholine). Yield: 97.3%. The reactants are C(C1=CC=CC=C1)N1C[C@H](OCC1)CC1=CC(=C(C=C1)F)Cl (N-Benzyl-(R)-2-(3-chloro-4-fluorobenzyl)morpholine), [H-].[Na+] (Sodium hydride), O (water), C1(CC1)CO (cyclopropylmethanol), intermediate ( a ). Procedure details: Sodium hydride (50 mg, 1.25 mmol) was washed twice with isohexane and then suspended in anhydrous N,N-dimethyl formamide (0.5 mL), under an atmosphere of nitrogen and cooled to 0° C. Then cyclopropylmethanol (90 mg, 1.25 mmol) was added. When effervescence had finished intermediate (a), N-Benzyl-(R)-2-(3-chloro-4-fluorobenzyl)morpholine (0.10 g, 0.31 mmol) was added as a solution in N,N-dimethyl formamide (1.0 mL). The reaction was then warmed to 100° C. (bath temperature) for 6 hrs and cooled t... Reaction conditions: temperature 0 celsius. Reaction SMILES: [H-].[Na+].[CH:3]1([CH2:6][OH:7])[CH2:5][CH2:4]1.C([N:15]1[CH2:20][CH2:19][O:18][C@H:17]([CH2:21][C:22]2[CH:27]=[CH:26][C:25](F)=[C:24]([Cl:29])[CH:23]=2)[CH2:16]1)C1C=CC=CC=1.O>CCCC(C)C.CN(C)C=O.ClCCl>[Cl:29][C:24]1[CH:23]=[C:22]([CH:27]=[CH:26][C:25]=1[O:7][CH2:6][CH:3]1[CH2:5][CH2:4]1)[CH2:21][C@H:17]1[O:18][CH2:19][CH2:20][NH:15][CH2:16]1 |f:0.1|. Reactants: CN(C)C=O, CC(O)c1cc2cccc(Cl)c2nc1-c1cccc(F)c1, ClC1=CN(Cl)NN(Cl)C1, ClCCl, O. Product: CC(Cl)c1cc2cccc(Cl)c2nc1-c1cccc(F)c1. As a reaction SMILES: [CH3:10][N:11]([CH3:12])[CH:13]=[O:14].[Cl:15][c:16]1[cH:17][cH:18][cH:19][c:20]2[cH:21][c:22]([CH:33]([CH3:34])[OH:35])[c:23](-[c:26]3[cH:27][c:28]([F:32])[cH:29][cH:30][cH:31]3)[n:24][c:25]12.[Cl:1][N:2]1[CH:3]=[C:4]([Cl:5])[CH2:6][N:7]([Cl:8])[NH:9]1.[Cl:37][CH2:38][Cl:39].[OH2:36]>>[Cl:1][CH:33]([c:22]1[cH:21][c:20]2[cH:19][cH:18][cH:17][c:16]([Cl:15])[c:25]2[n:24][c:23]1-[c:26]1[cH:27][c:28]([F:32])[cH:29][cH:30][cH:31]1)[CH3:34]. As a reaction SMILES: C(OC([NH:8][CH2:9][CH2:10][O:11][C:12]1[CH:13]=[C:14]([C:18](=[O:32])[CH:19]=[CH:20][C:21]2[CH:31]=[CH:30][C:24]([O:25][CH2:26][C:27]([OH:29])=[O:28])=[CH:23][CH:22]=2)[CH:15]=[CH:16][CH:17]=1)=O)(C)(C)C.[ClH:33].C(OCC)C>O1CCOCC1>[NH2:8][CH2:9][CH2:10][O:11][C:12]1[CH:13]=[C:14]([C:18](=[O:32])/[CH:19]=[CH:20]/[C:21]2[CH:22]=[CH:23][C:24]([O:25][CH2:26][C:27]([OH:29])=[O:28])=[CH:30][CH:31]=2)[CH:15]=[CH:16][CH:17]=1.[ClH:33] |f:4.5|. The product is NCCOC=1C=C(C=CC1)C(/C=C/C1=CC=C(OCC(=O)O)C=C1)=O.Cl ((E)-4-[3-((3-(2-Aminoethoxy)phenyl))-3-oxo-1-propenyl]phenoxyacetic acid·hydrochloride). Reported procedure: A mixture of N-BOC amine 1d (0.20 g, 0.45 mmol) and 4 M hydrogen chloride in 1,4-dioxane (1.0 mL) was stirred at room temperature under a CaSO4 drying tube for 3.3 h. Dilution with diethyl ether produced a precipitate, which was collected by filtration and dried to give a yellow powder (0.17 g). 1H-NMR(300 MHz, d6 -DMSO): 13.1 (br, 1H), 8.09 (br, 3H), 7.87-7.82 (m, 3H), 7.78 and 7.74 (AB quartet, 2H, J=15 Hz), 7.63 (s, 1H), 7.53 (t, 1H, J=8 Hz), 7.28 (dd, 1H, J=8,2 Hz), 7.01 (d, 2H, J=9Hz), 4.78... Starting materials: C(C)(C)(C)OC(=O)NCCOC=1C=C(C=CC1)C(C=CC1=CC=C(OCC(=O)O)C=C1)=O (4-[3-((3-(2-t-Butyloxycarbonylaminoethoxy)phenyl))-3-oxo-1-propenyl]phenoxyacetic acid), Cl (hydrogen chloride), C(C)OCC (diethyl ether). Reaction conditions: time 3.3 hour. Run in O1CCOCC1 (1,4-dioxane). Reaction SMILES: [C:54]([OH:55])([CH3:56])([CH3:57])[CH3:58].[CH3:31][N+:32]1([O-:33])[CH2:34][CH2:36][O:35][CH2:37][CH2:38]1.[CH3:50][C:51](=[O:52])[CH3:53].[F:1][c:2]1[cH:3][cH:4][c:5]([CH:8]([CH2:9][N:10]([C:11]([c:12]2[cH:13][c:14]([C:22]([F:23])([F:24])[F:25])[cH:15][c:16]([C:18]([F:19])([F:20])[F:21])[cH:17]2)=[O:26])[CH3:27])[CH2:28][CH:29]=[CH2:30])[cH:6][cH:7]1.[I+3:44]([O-:45])([O-:46])([O-:47])[O-:48].[Na+:43].[Na+:49].[O:60]=[Os:61](=[O:62])(=[O:63])=[O:64].[OH2:59].[S:39](=[O:40])([OH:41])[O-:42]>>[F:1][c:2]1[cH:3][cH:4][c:5]([CH:8]([CH2:9][N:10]([C:11]([c:12]2[cH:13][c:14]([C:22]([F:23])([F:24])[F:25])[cH:15][c:16]([C:18]([F:19])([F:20])[F:21])[cH:17]2)=[O:26])[CH3:27])[CH2:28][CH:29]=[O:35])[cH:6][cH:7]1. Product: CN(CC(CC=O)c1ccc(F)cc1)C(=O)c1cc(C(F)(F)F)cc(C(F)(F)F)c1. Starting materials: CC(C)(C)O, C[N+]1([O-])CCOCC1, CC(C)=O, C=CCC(CN(C)C(=O)c1cc(C(F)(F)F)cc(C(F)(F)F)c1)c1ccc(F)cc1, [O-][I+3]([O-])([O-])[O-], [Na+], [Na+], O=[Os](=O)(=O)=O, O, O=S([O-])O.